Dataset: the Open Reaction Database (ORD), a public repository of structured organic reaction records. Task: describe an organic reaction: reactants, conditions, products, and yield Reactants: CCOC(=O)Cl, C1CCOC1, CC(C)NC(C)C, CSc1nc(Cl)cc(Cl)n1, [Li]CCCC, O. Yields the product CCOC(=O)c1c(Cl)nc(SC)nc1Cl. As a reaction SMILES: [C:23]([O:24][CH2:25][CH3:26])(=[O:27])[Cl:28].[CH2:29]1[O:30][CH2:31][CH2:32][CH2:33]1.[CH:1]([NH:2][CH:3]([CH3:4])[CH3:5])([CH3:6])[CH3:7].[Cl:13][c:14]1[n:15][c:16]([S:21][CH3:22])[n:17][c:18]([Cl:20])[cH:19]1.[Li:8][CH2:9][CH2:10][CH2:11][CH3:12].[OH2:34]>>[Cl:13][c:14]1[n:15][c:16]([S:21][CH3:22])[n:17][c:18]([Cl:20])[c:19]1[C:23]([O:24][CH2:25][CH3:26])=[O:27]. Starting materials: C(=O)(C(F)(F)F)O (TFA), C1(=CCCCC1)C1=C(C=CC(=C1)C1CNS(NC1)(=O)=O)NC(=O)C=1N(C=C(N1)C#N)COCC[Si](C)(C)C (4-Cyano-1-(2-trimethylsilanyl-ethoxymethyl)-1H-imidazole-2-carboxylic acid [2-cyclohex-1-enyl-4-(1,1-dioxo-1λ6-[1,2,6]thiadiazinan-4-yl)-phenyl]-amide). The solvent is C(Cl)Cl (DCM), CCO (EtOH). Conditions: time 2 hour. Yields the product C1(=CCCCC1)C1=C(C=C(C(=C1)C1CNS(NC1)(=O)=O)CO)NC(=O)C=1NC=C(N1)C#N (4-Cyano-1H-imidazole-2-carboxylic acid [2-cyclohex-1-enyl-4-(1,1-dioxo-1λ6-[1,2,6]thiadiazinan-4-yl)-5-hydroxymethyl-phenyl]-amide). The yield is 46.0%. Reaction SMILES: [C:1](O)(C(F)(F)F)=[O:2].[C:8]1([C:14]2[CH:19]=[C:18]([CH:20]3[CH2:25][NH:24][S:23](=[O:27])(=[O:26])[NH:22][CH2:21]3)[CH:17]=[CH:16][C:15]=2[NH:28][C:29]([C:31]2[N:32](COCC[Si](C)(C)C)[CH:33]=[C:34]([C:36]#[N:37])[N:35]=2)=[O:30])[CH2:13][CH2:12][CH2:11][CH2:10][CH:9]=1>C(Cl)Cl.CCO>[C:8]1([C:14]2[CH:19]=[C:18]([CH:20]3[CH2:25][NH:24][S:23](=[O:26])(=[O:27])[NH:22][CH2:21]3)[C:17]([CH2:1][OH:2])=[CH:16][C:15]=2[NH:28][C:29]([C:31]2[NH:32][CH:33]=[C:34]([C:36]#[N:37])[N:35]=2)=[O:30])[CH2:13][CH2:12][CH2:11][CH2:10][CH:9]=1. Procedure: TFA (0.3 mL) was added to a solution of 4-cyano-1-(2-trimethylsilanyl-ethoxymethyl)-1H-imidazole-2-carboxylic acid [2-cyclohex-1-enyl-4-(1,1-dioxo-1λ6-[1,2,6]thiadiazinan-4-yl)-phenyl]-amide (as prepared in Example 5, step (d), 21 mg, 0.030 mmol) in DCM (1 mL) and EtOH (30 μL). The resulting mixture was stirred at RT for 2 h and concentrated in vacuo. The residue obtained was purified on silica (20-50% EtOAc-hexane) to obtain the title compound (8.0 mg, 46%): 1H-NMR (CD3OD; 400 MHz): δ 8.10 (s, ... RXN SMILES: C(C1C(O)=C(NC(C2C=CC3OC(COCC4C=CC=CC=4)=CC=3C=2)=O)C=CC=1)(=O)C.C(OCC)(=O)C(OCC)=O.[CH2:42]([O:49][CH2:50][C:51]1[O:52][C:53]2[CH:59]=[CH:58][C:57]([C:60]([NH:62][C:63]3[C:72]4[O:71][C:70]([C:73]([O:75]CC)=[O:74])=[CH:69][C:68](=[O:78])[C:67]=4[CH:66]=[CH:65][CH:64]=3)=[O:61])=[CH:56][C:54]=2[CH:55]=1)[C:43]1[CH:48]=[CH:47][CH:46]=[CH:45][CH:44]=1>>[CH2:42]([O:49][CH2:50][C:51]1[O:52][C:53]2[CH:59]=[CH:58][C:57]([C:60]([NH:62][C:63]3[C:72]4[O:71][C:70]([C:73]([OH:75])=[O:74])=[CH:69][C:68](=[O:78])[C:67]=4[CH:66]=[CH:65][CH:64]=3)=[O:61])=[CH:56][C:54]=2[CH:55]=1)[C:43]1[CH:48]=[CH:47][CH:46]=[CH:45][CH:44]=1. Starting materials: C(C)(=O)C=1C(=C(C=CC1)NC(=O)C=1C=CC2=C(C=C(O2)COCC2=CC=CC=C2)C1)O (N-(3-acetyl-2-hydroxyphenyl)-2-(benzyloxymethyl)benzofuran-5-carboxamide), C(C(=O)OCC)(=O)OCC (diethyl oxalate), C(C1=CC=CC=C1)OCC=1OC2=C(C1)C=C(C=C2)C(=O)NC2=CC=CC=1C(C=C(OC12)C(=O)OCC)=O (ethyl 8-[2-(benzyloxymethyl)benzofuran-5-carboxamido]-4-oxo-4H-1-benzopyran-2-carboxylate). Procedure: Following the process described in example 1 (point A), starting from N-(3-acetyl-2-hydroxyphenyl)-2-(benzyloxymethyl)benzofuran-5-carboxamide and diethyl oxalate, ethyl 8-[2-(benzyloxymethyl)benzofuran-5-carboxamido]-4-oxo-4H-1-benzopyran-2-carboxylate was prepared which was subsequently hydrolysed according to the process described in example 1 (point M) to yield the title compound as a white solid with melting point 215-218° C. (65% global yield). Product: C(C1=CC=CC=C1)OCC=1OC2=C(C1)C=C(C=C2)C(=O)NC2=CC=CC=1C(C=C(OC12)C(=O)O)=O (8-[2-(Benzyloxymethyl)benzofuran-5-carboxamido]-4-oxo-4H-1-benzopyran-2-carboxylic acid). Starting materials: O=C([O-])[O-], CCOC(C)=O, Fc1cnc(Cl)nc1C1CC1, [Cs+], [Cs+], Nc1cc(F)cc(-c2cncs2)c1, CC(=O)[O-], CC(=O)[O-], [Pd+2]. Yields the product Fc1cc(Nc2ncc(F)c(C3CC3)n2)cc(-c2cncs2)c1. As a reaction SMILES: [C:25](=[O:26])([O-:27])[O-:28].[CH3:31][CH2:32][O:33][C:34](=[O:35])[CH3:36].[Cl:14][c:15]1[n:16][cH:17][c:18]([F:24])[c:19]([CH:21]2[CH2:22][CH2:23]2)[n:20]1.[Cs+:29].[Cs+:30].[F:1][c:2]1[cH:3][c:4]([NH2:5])[cH:6][c:7](-[c:9]2[cH:10][n:11][cH:12][s:13]2)[cH:8]1.[O-:38][C:39]([CH3:40])=[O:41].[O-:42][C:43]([CH3:44])=[O:45].[Pd+2:37]>>[F:1][c:2]1[cH:3][c:4]([NH:5][c:15]2[n:16][cH:17][c:18]([F:24])[c:19]([CH:21]3[CH2:22][CH2:23]3)[n:20]2)[cH:6][c:7](-[c:9]2[cH:10][n:11][cH:12][s:13]2)[cH:8]1. Reactants: COCC(=O)Cl, CCN(C(C)C)C(C)C, ClCCl, Cc1ccc(-n2nc(C(C)(C)C)cc2NC(=O)Nc2ccc(OCCc3ccnc(N)c3)c3ccccc23)cc1, [Na+], O=C([O-])O. Yields the product COCC(=O)Nc1cc(CCOc2ccc(NC(=O)Nc3cc(C(C)(C)C)nn3-c3ccc(C)cc3)c3ccccc23)ccn1. As a reaction SMILES: [CH3:50][O:51][CH2:52][C:53](=[O:54])[Cl:55].[CH:41]([N:42]([CH2:43][CH3:44])[CH:45]([CH3:46])[CH3:47])([CH3:48])[CH3:49].[Cl:56][CH2:57][Cl:58].[NH2:1][c:2]1[n:3][cH:4][cH:5][c:6]([CH2:8][CH2:9][O:10][c:11]2[cH:12][cH:13][c:14]([NH:21][C:22](=[O:23])[NH:24][c:25]3[cH:26][c:27]([C:37]([CH3:38])([CH3:39])[CH3:40])[n:28][n:29]3-[c:30]3[cH:31][cH:32][c:33]([CH3:36])[cH:34][cH:35]3)[c:15]3[cH:16][cH:17][cH:18][cH:19][c:20]23)[cH:7]1.[Na+:63].[O-:59][C:60]([OH:61])=[O:62]>>[NH:1]([c:2]1[n:3][cH:4][cH:5][c:6]([CH2:8][CH2:9][O:10][c:11]2[cH:12][cH:13][c:14]([NH:21][C:22](=[O:23])[NH:24][c:25]3[cH:26][c:27]([C:37]([CH3:38])([CH3:39])[CH3:40])[n:28][n:29]3-[c:30]3[cH:31][cH:32][c:33]([CH3:36])[cH:34][cH:35]3)[c:15]3[cH:16][cH:17][cH:18][cH:19][c:20]23)[cH:7]1)[C:53]([CH2:52][O:51][CH3:50])=[O:54].